This data is from the Open Reaction Database (ORD), a public repository of structured organic reaction records. The task is: describe an organic reaction: reactants, conditions, products, and yield Starting materials: FC1=C(C=CC=C1)[N+](=O)[O-] (1-fluoro-2-nitrobenzene), CC1=C(N)C=CC=C1C (2,3-dimethylaniline). The solvent is CS(=O)C (dimethyl sulphoxide). The product is CC1=C(C=CC=C1C)NC1=C(C=CC=C1)[N+](=O)[O-] (N-(2,3-dimethylphenyl)-2-nitroaniline). As a reaction SMILES: F[C:2]1[CH:7]=[CH:6][CH:5]=[CH:4][C:3]=1[N+:8]([O-:10])=[O:9].[CH3:11][C:12]1[C:18]([CH3:19])=[CH:17][CH:16]=[CH:15][C:13]=1[NH2:14]>CS(C)=O>[CH3:11][C:12]1[C:18]([CH3:19])=[CH:17][CH:16]=[CH:15][C:13]=1[NH:14][C:2]1[CH:7]=[CH:6][CH:5]=[CH:4][C:3]=1[N+:8]([O-:10])=[O:9]. Reported procedure: In an entirely analogous manner, using 117.00 g (0.830 mol) of 1-fluoro-2-nitrobenzene and 222.00 g (1.826 mol) of 2,3-dimethylaniline in 585 ml of dimethyl sulphoxide as starting materials there is obtained N-(2,3-dimethylphenyl)-2-nitroaniline having a melting point of 118°-120° after recrystallisation from methylene chloride/hexane. Starting materials: C(C1=CC=CC=C1)OC1=C(C=CC(=C1)I)N1CC(N(S1(=O)=O)CC[Si](C)(C)C)=O (5-(2-benzyloxy-4-iodophenyl)-1,1-dioxo-2-(2-trimethylsilanylethyl)-1,2,5-thiadiazolidin-3-one), CC(CC1=CC=CC=C1)=C ((2-methylallyl)-benzene). Product: OC1=C(C=CC(=C1)CC(CC1=CC=CC=C1)C)N1CC(NS1(=O)=O)=O (5-[2-Hydroxy-4-(2-methyl-3-phenylpropyl)-phenyl]-1,1-dioxo-1,2,5-thiadiazolidin-3-one). As a reaction SMILES: C([O:8][C:9]1[CH:14]=[C:13](I)[CH:12]=[CH:11][C:10]=1[N:16]1[S:20](=[O:22])(=[O:21])[N:19](CC[Si](C)(C)C)[C:18](=[O:29])[CH2:17]1)C1C=CC=CC=1.[CH3:30][C:31](=[CH2:39])[CH2:32][C:33]1[CH:38]=[CH:37][CH:36]=[CH:35][CH:34]=1>>[OH:8][C:9]1[CH:14]=[C:13]([CH2:30][CH:31]([CH3:39])[CH2:32][C:33]2[CH:38]=[CH:37][CH:36]=[CH:35][CH:34]=2)[CH:12]=[CH:11][C:10]=1[N:16]1[S:20](=[O:21])(=[O:22])[NH:19][C:18](=[O:29])[CH2:17]1. Procedure: The title compound is prepared from 5-(2-benzyloxy-4-iodophenyl)-1,1-dioxo-2-(2-trimethylsilanylethyl)-1,2,5-thiadiazolidin-3-one and (2-methylallyl)-benzene analogous to Example 51: (M−1)−=359. HPLC retention time=1.65 min (Method A).